This data is from the Open Reaction Database (ORD), a public repository of structured organic reaction records. The task is: describe an organic reaction: reactants, conditions, products, and yield Yields the product C[C@]12C3=NN=C(C=C3[C@H](CC1)C2(C)C)C2=C(C=CC=C2)C ((1S,8R)-1,11,11-Trimethyl-5-o-tolyl-3,4-diaza-tricyclo[6.2.1.02,7]undeca-2,4,6-triene). Starting materials: C[C@]12C(C([C@H](CC1)C2(C)C)=O)=O ((1S,4R)-1,7,7-trimethyl-bicyclo[2.2.1]heptane-2,3-dione), COP(OC)(=O)CC(C1=C(C=CC=C1)C)=O ((2-Oxo-2-o-tolyl-ethyl)-phosphonic acid dimethyl ester), O.NN (hydrazine monohydrate). RXN SMILES: [CH3:1][C@@:2]12[C:8]([CH3:10])([CH3:9])[C@@H:5]([CH2:6][CH2:7]1)[C:4](=O)[C:3]2=O.COP([CH2:19][C:20](=O)[C:21]1[CH:26]=[CH:25][CH:24]=[CH:23][C:22]=1[CH3:27])(=O)OC.O.[NH2:30][NH2:31]>>[CH3:1][C@@:2]12[C:8]([CH3:10])([CH3:9])[C@@H:5]([CH2:6][CH2:7]1)[C:4]1[C:3]2=[N:30][N:31]=[C:20]([C:21]2[CH:26]=[CH:25][CH:24]=[CH:23][C:22]=2[CH3:27])[CH:19]=1 |f:2.3|. Procedure details: yellow gum. MS (ESI): 278.2 (MH+). Prepared from (1S,4R)-1,7,7-trimethyl-bicyclo[2.2.1]heptane-2,3-dione, (2-Oxo-2-o-tolyl-ethyl)-phosphonic acid dimethyl ester, hydrazine monohydrate. Reactants: COC(C1=CC(=CC=C1)C=1C=NC(=CC1)C)=O (3-(6-methyl-pyridin-3-yl)-benzoic acid methyl ester), O=S(Cl)Cl (SOCl2), C(=O)(O)C=1C=C(C=CC1)B(O)O (3-carboxyphenylboronic acid), BrC=1C(=NC=CC1)C (3-bromo-2-methylpyridine), C(C)#N (acetonitrile). Solvent: C(=O)([O-])[O-].[Na+].[Na+] (Na2CO3). Product: C(C)(C)(C)OC(CC(=O)C1=CC(=CC=C1)C=1C=NC(=CC1)C)=O (3-[3-(6-Methyl-pyridin-3-yl)-phenyl]-3-oxo-propionic acid tert-butyl ester), oil. RXN SMILES: CO[C:3](=[O:17])[C:4]1[CH:9]=[CH:8][CH:7]=[C:6]([C:10]2[CH:11]=[N:12][C:13]([CH3:16])=[CH:14][CH:15]=2)[CH:5]=1.[C:18]([C:21]1C=C(B(O)O)C=CC=1)([OH:20])=[O:19].BrC1C(C)=N[CH:34]=[CH:35][CH:36]=1.O=S(Cl)Cl.[C:42](#N)C>C([O-])([O-])=O.[Na+].[Na+]>[C:35]([O:20][C:18](=[O:19])[CH2:21][C:3]([C:4]1[CH:9]=[CH:8][CH:7]=[C:6]([C:10]2[CH:11]=[N:12][C:13]([CH3:16])=[CH:14][CH:15]=2)[CH:5]=1)=[O:17])([CH3:34])([CH3:36])[CH3:42] |f:5.6.7|. Procedure: The title compound was prepared from 3-(6-methyl-pyridin-3-yl)-benzoic acid methyl ester [prepared by the following procedure: A mixture of 3-carboxyphenylboronic acid (4.82 g, 29.07 mmol) and 3-bromo-2-methylpyridine (5.00 g, 29.07 mmol) in acetonitrile (145 mL) and 0.4M Na2CO3-solution (145 mL) was degassed and Pd(Ph3P)4 (1.68 g, 5 mol %) was added. The reaction mixture was refluxed for 16 h, evaporated to dryness (cf. Synlett 2000, 829). The residue was suspended in MeOH (400 mL) and SOCl2 (1... Reactants: CCC12CCCNC1CCc1ccccc12, N, O=C(O)c1ccc2[nH]cnc2c1. Product: CCC12CCCN(C(=O)c3ccc4[nH]cnc4c3)C1CCc1ccccc12. As a reaction SMILES: [CH2:13]([CH3:14])[C:15]12[CH2:16][CH2:17][CH2:18][NH:19][CH:20]1[CH2:21][CH2:22][c:23]1[c:24]2[cH:25][cH:26][cH:27][cH:28]1.[NH3:29].[nH:1]1[cH:2][n:3][c:4]2[c:5]1[cH:6][cH:7][c:8]([C:10](=[O:11])[OH:12])[cH:9]2>>[nH:1]1[cH:2][n:3][c:4]2[c:5]1[cH:6][cH:7][c:8]([C:10](=[O:12])[N:19]1[CH2:18][CH2:17][CH2:16][C:15]3([CH2:13][CH3:14])[CH:20]1[CH2:21][CH2:22][c:23]1[c:24]3[cH:25][cH:26][cH:27][cH:28]1)[cH:9]2. Starting materials: CC1=C(C=C(C(=O)O)C=C1)C(F)(F)F (4-methyl-3-trifluoromethylbenzoic acid), S(O)(O)(=O)=O (sulfuric acid), C(C)O (ethanol). Yields the product CC1=C(C=C(C(=O)OCC)C=C1)C(F)(F)F (Ethyl 4-methyl-3-trifluoromethylbenzoate). RXN SMILES: [CH3:1][C:2]1[CH:10]=[CH:9][C:5]([C:6]([OH:8])=[O:7])=[CH:4][C:3]=1[C:11]([F:14])([F:13])[F:12].S(=O)(=O)(O)O.[CH2:20](O)[CH3:21]>>[CH3:1][C:2]1[CH:10]=[CH:9][C:5]([C:6]([O:8][CH2:20][CH3:21])=[O:7])=[CH:4][C:3]=1[C:11]([F:12])([F:13])[F:14]. Procedure: A solution of commercially available 4-methyl-3-trifluoromethylbenzoic acid (24.5 g, 120 mmol) and conc. sulfuric acid (6.5 ml) in dry ethanol (245 ml) is refluxed for 23 h. After reaching room temperature the solvent is evaporated and the residue is neutralized by addition of saturated aqueous NaHCO3 solution. The mixture is extracted with ethyl acetate (3×40 ml). The organic extracts are combined, dried over Na2SO4 and evaporated to dryness to afford a pale yellow oil: HPLC: tR=7.15 min (purit... Starting materials: [Si](C)(C)(C(C)(C)C)O[C@H]1C[C@@H](C[C@H]1CO[Si](C)(C)C(C)(C)C)O ((1R,3S,4S)-3-{[tert-butyl(dimethyl)silyl]oxy}-4-({[tert-butyl(dimethyl)silyl]oxy}methyl)cyclopentanol), ClC1=NC=NC(=C1)Cl (4,6-dichloro-pyrimidine), [H-].[Na+] (sodium hydride). The solvent is C1CCOC1 (THF), C1CCOC1 (THF), C1CCOC1 (THF). Conditions: temperature 0 celsius, time 10 minute. Yields the product [Si](C)(C)(C(C)(C)C)O[C@H]1C[C@@H](C[C@H]1CO[Si](C)(C)C(C)(C)C)OC1=NC=NC(=C1)Cl (4-{[(1R,3S,4S)-3-{[tert-butyl(dimethyl)silyl]oxy}-4-({[tert-butyl(dimethyl)silyl]-oxy}methyl)cyclopentyl]oxy}-6-chloropyrimidine). The yield is 112.5%. As a reaction SMILES: [H-].[Na+].[Si:3]([O:10][C@@H:11]1[C@H:15]([CH2:16][O:17][Si:18]([C:21]([CH3:24])([CH3:23])[CH3:22])([CH3:20])[CH3:19])[CH2:14][C@@H:13]([OH:25])[CH2:12]1)([C:6]([CH3:9])([CH3:8])[CH3:7])([CH3:5])[CH3:4].[Cl:26][C:27]1[CH:32]=[C:31](Cl)[N:30]=[CH:29][N:28]=1>C1COCC1>[Si:3]([O:10][C@@H:11]1[C@H:15]([CH2:16][O:17][Si:18]([C:21]([CH3:24])([CH3:23])[CH3:22])([CH3:19])[CH3:20])[CH2:14][C@@H:13]([O:25][C:31]2[CH:32]=[C:27]([Cl:26])[N:28]=[CH:29][N:30]=2)[CH2:12]1)([C:6]([CH3:9])([CH3:8])[CH3:7])([CH3:5])[CH3:4] |f:0.1|. Reported procedure: To a suspension of sodium hydride (75.6 mg, 0.00189 mol) in THF (2 mL) at 0° C. under an atmosphere of nitrogen was added (1R,3S,4S)-3-{[tert-butyl(dimethyl)silyl]oxy}-4-({[tert-butyl(dimethyl)silyl]oxy}methyl)cyclopentanol (0.60 g, 0.0017 mol) in 1.5 mL THF dropwise at 0° C. The mixture was stirred at 0° C. for 10 min. To this was next added 4,6-dichloro-pyrimidine (0.225 g, 0.00151 mol) in 2 mL THF at 0° C. The suspension was stirred at 0° C. for 2 hrs. The reaction was quenched with 9 mL satu... The reactants are ClC1=C(C=CC(=C1)Cl)S (2,4-dichlorothiophenol), 3-chloro-4-fluoro-benzadehyde, NCCCCCCO (6-amino-1-hexanol), BrC1=C(C=CC=C1)S (2-bromothiophenol), ClC1=C(C=O)C=CC=C1 (2-chlorobenzaldehyde), OC1CCNCC1 (4-hydroxypiperidine). The product is BrC1=C(C=CC=C1)SC1=C(C=C(C=C1)\C=C\C(=O)N1CCC(CC1)O)Cl ((2-Bromophenyl)[2-chloro-4-(E-((4-hydroxypiperidin-1-yl)carbonyl) ethenyl)phenyl]sulfide). Reaction SMILES: [Cl:1][C:2]1[CH:7]=[C:6](Cl)[CH:5]=[CH:4][C:3]=1[SH:9].[Br:10][C:11]1[CH:16]=[CH:15][CH:14]=[CH:13][C:12]=1S.Cl[C:19]1C=CC=C[C:20]=1[CH:21]=[O:22].NCCCCCCO.[OH:35][CH:36]1[CH2:41][CH2:40][NH:39][CH2:38][CH2:37]1>>[Br:10][C:11]1[CH:16]=[CH:15][CH:14]=[CH:13][C:12]=1[S:9][C:3]1[CH:4]=[CH:5][C:6](/[CH:19]=[CH:20]/[C:21]([N:39]2[CH2:40][CH2:41][CH:36]([OH:35])[CH2:37][CH2:38]2)=[O:22])=[CH:7][C:2]=1[Cl:1]. Procedure: The title compound was prepared by the procedures described in Example 1 substituting 2,4-dichlorothiophenol with 2-bromothiophenol, 2-chlorobenzaldehyde with 3-chloro-4-fluoro-benzadehyde, and 6-amino-1-hexanol with 4-hydroxypiperidine. 1H NMR (DMSO-d6, 300 MHz) δ 8.08 (d, J=1.7 Hz, 1H), 7.80 (dd, J=8.0, 1.5 Hz, 1H), 7.63 (dd, J=8.3, 1.9 Hz, 1H), 7.44 (ap dd, J=7.5, 1.4 Hz, 2H), 7.40 (ap d, J=3.7 Hz 2H), 7.34 (dt, J=7.6, 1.8 Hz, 1H), 7.25 (dd, J=7.5,1.7 Hz 1H), 7.05 (d, J=8.1 Hz, 1H), 4.76 (br ...